Dataset: the Open Reaction Database (ORD), a public repository of structured organic reaction records. Task: describe an organic reaction: reactants, conditions, products, and yield Reactants: Cc1c(C)c2c(c(C)c1O)C(c1ccc(C(C)C)cc1)C(C)(C)O2, ClCc1cccnc1, Cl. Product: Cc1c(C)c2c(c(C)c1OCc1cccnc1)C(c1ccc(C(C)C)cc1)C(C)(C)O2. Reaction SMILES: [CH:1]([CH3:2])([CH3:3])[c:4]1[cH:5][cH:6][c:7]([CH:10]2[C:11]([CH3:23])([CH3:24])[O:12][c:13]3[c:14]2[c:15]([CH3:22])[c:16]([OH:21])[c:17]([CH3:20])[c:18]3[CH3:19])[cH:8][cH:9]1.[Cl:26][CH2:27][c:28]1[cH:29][n:30][cH:31][cH:32][cH:33]1.[ClH:25]>>[CH:1]([CH3:2])([CH3:3])[c:4]1[cH:5][cH:6][c:7]([CH:10]2[C:11]([CH3:23])([CH3:24])[O:12][c:13]3[c:14]2[c:15]([CH3:22])[c:16]([O:21][CH2:27][c:28]2[cH:29][n:30][cH:31][cH:32][cH:33]2)[c:17]([CH3:20])[c:18]3[CH3:19])[cH:8][cH:9]1. Reactants: [Co]=O (cobalt oxide), monoxide, CCCCCCCCC=C (decene-1), CO (methanol), C(CCCCCCCCCC)(=O)OC (methyl undecanoate), C(CCCCCCCCCC)(=O)O (undecanoic acid), [C]=O (carbon monoxide), N1=CC=C(C=C1)C (γ-picoline), [H][H] (hydrogen). The solvent is stainless steel. The product is C(CCCCCCCCCC)(=O)[O-].[Co+2].C(CCCCCCCCCC)(=O)[O-] (cobalt undecanoate). As a reaction SMILES: [Co:1]=O.N1C=CC(C)=CC=1.[H][H].CCCCCCCCC=C.CO.[C]=O.[C:26]([O:38]C)(=[O:37])[CH2:27][CH2:28][CH2:29][CH2:30][CH2:31][CH2:32][CH2:33][CH2:34][CH2:35][CH3:36].[C:40]([OH:52])(=[O:51])[CH2:41][CH2:42][CH2:43][CH2:44][CH2:45][CH2:46][CH2:47][CH2:48][CH2:49][CH3:50]>>[C:26]([O-:38])(=[O:37])[CH2:27][CH2:28][CH2:29][CH2:30][CH2:31][CH2:32][CH2:33][CH2:34][CH2:35][CH3:36].[Co+2:1].[C:40]([O-:52])(=[O:51])[CH2:41][CH2:42][CH2:43][CH2:44][CH2:45][CH2:46][CH2:47][CH2:48][CH2:49][CH3:50] |f:8.9.10,^3:23|. Procedure details: 0.06 Mole of cobalt oxide and 0.11 mole of γ-picoline were put in a 300 ml stainless steel autoclave and 3 hours' reaction was effected under the conditions of the hydrogen pressure being 20 Kg/cm2 and carbon the monoxide pressure being 20 Kg/cm2 at 160°C while stirring. After cooling, hydrogen and carbon monoxide were removed, and then 0.1 mole of decene-1 and 0.125 mole of methanol were added and 4 hours' reaction was effected under the carbon monoxide pressure of 20 Kg/cm2 at 110°C while stir... Reactants: CCCCCC (hexane), C(CCC)[Li] (n-butyl lithium), CN(C(C1=C(C=CC(=C1)OCCCC1=CC=CC=C1)N)=O)OC (N-Methyl-N-methyloxy-2-amino-5-(3-phenylpropyloxy)benzamide), C(C)(C)(C)OC(=O)NCC1=CC(=CC=C1)Br (N-tert-butoxycarbonyl 3-bromobenzylamine). Run in O (water), C(C)(=O)OCC (ethyl acetate), O1CCCC1 (tetrahydrofuran). Reaction conditions: temperature -70 celsius. The product is NC1=C(C(=O)C2=CC(=CC=C2)CNC(=O)OC(C)(C)C)C=C(C=C1)OCCCC1=CC=CC=C1 (2-amino-3′-tert-butoxycarbonylaminomethyl-5-(3-phenylpropyloxy)benzophenone), product. As a reaction SMILES: CN(OC)[C:3](=[O:21])[C:4]1[CH:9]=[C:8]([O:10][CH2:11][CH2:12][CH2:13][C:14]2[CH:19]=[CH:18][CH:17]=[CH:16][CH:15]=2)[CH:7]=[CH:6][C:5]=1[NH2:20].[C:24]([O:28][C:29]([NH:31][CH2:32][C:33]1[CH:38]=[CH:37][CH:36]=[C:35](Br)[CH:34]=1)=[O:30])([CH3:27])([CH3:26])[CH3:25].CCCCCC.C([Li])CCC>O1CCCC1.C(OCC)(=O)C.O>[NH2:20][C:5]1[CH:6]=[CH:7][C:8]([O:10][CH2:11][CH2:12][CH2:13][C:14]2[CH:15]=[CH:16][CH:17]=[CH:18][CH:19]=2)=[CH:9][C:4]=1[C:3]([C:37]1[CH:36]=[CH:35][CH:34]=[C:33]([CH2:32][NH:31][C:29]([O:28][C:24]([CH3:27])([CH3:26])[CH3:25])=[O:30])[CH:38]=1)=[O:21]. Reported procedure: N-Methyl-N-methyloxy-2-amino-5-(3-phenylpropyloxy)benzamide (1.0 g) and N-tert-butoxycarbonyl 3-bromobenzylamine (0.92 g) were dissolved in tetrahydrofuran (20 ml). The solution was cooled to −70° C., to which was added dropwise, while stirring, 12 ml of a hexane solution of n-butyl lithium (1.6 mol/L) over 20 minutes. To the mixture was then added water (50 ml) and ethyl acetate (50 ml). The organic layer was washed with water and dried over anhydrous sodium sulfate. The solvent was distilled o... Reactants: S1C(=CC=C1)C1=C(C(=C2CCCN12)C(=O)O)C1=CC=NC=C1 (3-(2-Thienyl)-2-(4-pyridyl)-6,7-dihydro-5H-pyrrolizine-1-carboxylic acid), C(=O)=O (CO2). The solvent is C(Cl)Cl (CH2Cl2). Product: S1C(=CC=C1)C=1N2CCCC2=CC1C1=CC=NC=C1 (5-(2-Thienyl)-6-(4-pyridyl)-2,3-dihydro-1H-pyrrolizine). RXN SMILES: [S:1]1[CH:5]=[CH:4][CH:3]=[C:2]1[C:6]1[N:13]2[C:9]([CH2:10][CH2:11][CH2:12]2)=[C:8](C(O)=O)[C:7]=1[C:17]1[CH:22]=[CH:21][N:20]=[CH:19][CH:18]=1.C(=O)=O>C(Cl)Cl>[S:1]1[CH:5]=[CH:4][CH:3]=[C:2]1[C:6]1[N:13]2[C:9](=[CH:8][C:7]=1[C:17]1[CH:22]=[CH:21][N:20]=[CH:19][CH:18]=1)[CH2:10][CH2:11][CH2:12]2. Procedure: 3-(2-Thienyl)-2-(4-pyridyl)-6,7-dihydro-5H-pyrrolizine-1-carboxylic acid (example 7, 0.2 g, 0.64 mmol) is heated under argon in a 10 ml flask by immersing in a metal bath at 250° C. Evolution of CO2 takes place immediately, and the substance melts and turns black. After cooling, the solidified, glassy melt is taken up in CH2Cl2 (10 ml) and filtered through Al2O3 (TSC, Baker). The filter cake is eluted with diethyl ether. The eluate is concentrated and crystallizes from ether/diisopropyl ether in... Starting materials: C1CCOC1, [Li]CCCC, COC(=O)c1ccc2c(c1)C(OS(=O)(=O)C(F)(F)F)=CCC2(C)C, c1ccsc1. Product: COC(=O)c1ccc2c(c1)C(c1cccs1)=CCC2(C)C. As a reaction SMILES: [CH2:35]1[O:36][CH2:37][CH2:38][CH2:39]1.[CH2:6]([Li:7])[CH2:8][CH2:9][CH3:10].[CH3:11][C:12]1([CH3:34])[c:13]2[cH:14][cH:15][c:16]([C:30](=[O:31])[O:32][CH3:33])[cH:17][c:18]2[C:19]([O:22][S:23]([C:24]([F:25])([F:26])[F:27])(=[O:28])=[O:29])=[CH:20][CH2:21]1.[cH:1]1[cH:2][cH:3][s:4][cH:5]1>>[cH:1]1[cH:2][c:3]([C:19]2=[CH:20][CH2:21][C:12]([CH3:11])([CH3:34])[c:13]3[cH:14][cH:15][c:16]([C:30](=[O:31])[O:32][CH3:33])[cH:17][c:18]32)[s:4][cH:5]1. Reactants: O (water), [OH-].[Na+] (sodium hydroxide), CCOC(=O)C1=C(NC(=C(C1C=2C=CC=CC2Cl)C(=O)OC)C)COCCN.C=1C=CC(=CC1)S(=O)(=O)O (amlodipine besylate). The solvent is C(Cl)Cl (methylene chloride). Conditions: time 15 minute. Yields the product CCOC(=O)C1=C(NC(=C(C1C2=CC=CC=C2Cl)C(=O)OC)C)COCCN (Amlodipine Free Base). RXN SMILES: [CH3:1][CH2:2][O:3][C:4]([C:6]1[CH:11]([C:12]2[CH:13]=[CH:14][CH:15]=[CH:16][C:17]=2[Cl:18])[C:10]([C:19]([O:21][CH3:22])=[O:20])=[C:9]([CH3:23])[NH:8][C:7]=1[CH2:24][O:25][CH2:26][CH2:27][NH2:28])=[O:5].C1C=CC(S(O)(=O)=O)=CC=1.O.[OH-].[Na+]>C(Cl)Cl>[CH3:1][CH2:2][O:3][C:4]([C:6]1[CH:11]([C:12]2[C:17]([Cl:18])=[CH:16][CH:15]=[CH:14][CH:13]=2)[C:10]([C:19]([O:21][CH3:22])=[O:20])=[C:9]([CH3:23])[NH:8][C:7]=1[CH2:24][O:25][CH2:26][CH2:27][NH2:28])=[O:5] |f:0.1,3.4|. Procedure details: To a slight suspension of racemic amlodipine besylate (100.37 g, 0.177 mol) [prepared by the method described in European Patent No. 0244944] in methylene chloride (250 mL, 2.5 mL/g) and water (250 mL, 2.5 mL/g) was added 11 M sodium hydroxide (24 mL) to achieve pH 13-14. The mixture was stirred for ten minutes during which time it became a solution. The layers were separated and the organic layer washed with water (1×250 mL) and gravity filtered through a magnesium sulphate (25 g) bed. The magn... The reactants are COC(Cl)Cl, Cc1cc(C)c(CC(=O)N(C)C)c(C)c1. Product: Cc1cc(C)c(CC(=O)N(C)C)c(C)c1C=O. RXN SMILES: [CH3:16][O:17][CH:18]([Cl:19])[Cl:20].[CH3:1][N:2]([C:3]([CH2:4][c:5]1[c:6]([CH3:13])[cH:7][c:8]([CH3:12])[cH:9][c:10]1[CH3:11])=[O:14])[CH3:15]>>[CH3:1][N:2]([C:3]([CH2:4][c:5]1[c:6]([CH3:13])[cH:7][c:8]([CH3:12])[c:9]([CH:16]=[O:17])[c:10]1[CH3:11])=[O:14])[CH3:15]. The reactants are COC(=O)C1CC2NC(=O)OC2C1Br, ClCCl. Product: COC(=O)C1=CC2OC(=O)NC2C1. Reaction SMILES: [CH3:1][O:2][C:3](=[O:4])[CH:5]1[CH:6]([Br:14])[CH:7]2[CH:8]([NH:9][C:10](=[O:12])[O:11]2)[CH2:13]1.[Cl:15][CH2:16][Cl:17]>>[CH3:1][O:2][C:3](=[O:4])[C:5]1=[CH:6][CH:7]2[CH:8]([NH:9][C:10](=[O:12])[O:11]2)[CH2:13]1.